Dataset: the Open Reaction Database (ORD), a public repository of structured organic reaction records. Task: describe an organic reaction: reactants, conditions, products, and yield Starting materials: C(=O)(OC)C1CCCC2=C1NC(S2)=O (4-carbomethoxy-2,3,4,5,6,7-hexahydrobenzothiazoline-2-one), C(N)([O-])=O.[K+] (potassium carbamate), P(=S)(OCC)(OCC)Cl (O,O-diethyl chlorothiophosphate). The solvent is CC(=O)C (acetone). Reaction conditions: time 18 hour. Yields the product C(C)OP(=S)(OCC)OC=1SC2=C(N1)C(CCC2)C(=O)OC (2-(diethoxythiophosphoryloxy)-4-carbomethoxy-4,5,6,7-tetrahydrobenzothiazole). Yield: 21.9%. Reaction SMILES: [C:1]([CH:5]1[C:10]2[NH:11][C:12](=[O:14])[S:13][C:9]=2[CH2:8][CH2:7][CH2:6]1)([O:3][CH3:4])=[O:2].C(=O)([O-])N.[K+].[P:20](Cl)([O:25][CH2:26][CH3:27])([O:22][CH2:23][CH3:24])=[S:21]>CC(C)=O>[CH2:23]([O:22][P:20]([O:14][C:12]1[S:13][C:9]2[CH2:8][CH2:7][CH2:6][CH:5]([C:1]([O:3][CH3:4])=[O:2])[C:10]=2[N:11]=1)([O:25][CH2:26][CH3:27])=[S:21])[CH3:24] |f:1.2|. Reported procedure: A mixture of 4 g of 4-carbomethoxy-2,3,4,5,6,7-hexahydrobenzothiazoline-2-one, 3 g of potassium carbamate and 50 ml of acetone was refluxed for 1 hour and after the addition of 4 g of O,O-diethyl chlorothiophosphate, the mixture was refluxed for another hour. The mixture was stirred for 18 hours at room temperature and the mineral salts formed were filtered off. The filtrate was distilled to dryness under reduced pressure and the residue was chromatographed over silica gel. Elution with an 8-2 c...